This data is from the Open Reaction Database (ORD), a public repository of structured organic reaction records. The task is: describe an organic reaction: reactants, conditions, products, and yield Starting materials: O=C(Cl)c1nnnn1Cc1ccccc1, N#Cc1cccnc1N, c1ccncc1. The product is N#Cc1cccnc1NC(=O)c1nnnn1Cc1ccccc1. Reaction SMILES: [CH2:10]([c:11]1[cH:12][cH:13][cH:14][cH:15][cH:16]1)[n:17]1[n:18][n:19][n:20][c:21]1[C:22](=[O:23])[Cl:24].[NH2:1][c:2]1[c:3]([C:4]#[N:5])[cH:6][cH:7][cH:8][n:9]1.[cH:25]1[cH:26][cH:27][n:28][cH:29][cH:30]1>>[NH:1]([c:2]1[c:3]([C:4]#[N:5])[cH:6][cH:7][cH:8][n:9]1)[C:22]([c:21]1[n:17]([CH2:10][c:11]2[cH:12][cH:13][cH:14][cH:15][cH:16]2)[n:18][n:19][n:20]1)=[O:23]. Reactants: OC1=NOC(=C1CC=CC)C1=CC=CC=C1 (3-Hydroxy-4-(2-butenyl)-5-phenylisoxazole), C(C)(C)(C)OC(=O)NCCO (2-(N-tert-butoxycarbonylamino)ethanol). The product is C(C)(C)(C)OC(=O)NCCOC1=NOC(=C1CC=CC)C1=CC=CC=C1 (3-(2-(N-tert-Butoxycarbonylamino)ethoxy)-4-(2-butenyl)-5-phenylisoxazole). Isolated yield 81.6%. As a reaction SMILES: [OH:1][C:2]1[C:6]([CH2:7][CH:8]=[CH:9][CH3:10])=[C:5]([C:11]2[CH:16]=[CH:15][CH:14]=[CH:13][CH:12]=2)[O:4][N:3]=1.[C:17]([O:21][C:22]([NH:24][CH2:25][CH2:26]O)=[O:23])([CH3:20])([CH3:19])[CH3:18]>>[C:17]([O:21][C:22]([NH:24][CH2:25][CH2:26][O:1][C:2]1[C:6]([CH2:7][CH:8]=[CH:9][CH3:10])=[C:5]([C:11]2[CH:16]=[CH:15][CH:14]=[CH:13][CH:12]=2)[O:4][N:3]=1)=[O:23])([CH3:20])([CH3:19])[CH3:18]. Procedure details: 3-Hydroxy-4-(2-butenyl)-5-phenylisoxazole (215 mg) and 2-(N-tert-butoxycarbonylamino)ethanol (193 mg) were subjected to reaction and post-treatment in a similar manner to that described in Example 1(a) to obtain the title compound (292 mg, 82%) as colorless crystals. Starting materials: BrC1=C2N=CC=NC2=C(C=C1)C=1C(=NC=C(C1)C)C (5-bromo-8-(2,5-dimethyl-pyridin-3-yl)-quinoxaline), C(#N)[Cu] (CuCN). Solvent: CN1CCCC1=O (NMP), C(Cl)Cl (DCM), C(CN)N (ethylenediamine). Reaction conditions: temperature 160 celsius, time 6 hour. Product: CC1=NC=C(C=C1C1=CC=C(C=2N=CC=NC12)C#N)C (8-(2,5-Dimethyl-pyridin-3-yl)-quinoxaline-5-carbonitrile). Isolated yield 96.0%. RXN SMILES: Br[C:2]1[CH:11]=[CH:10][C:9]([C:12]2[C:13]([CH3:19])=[N:14][CH:15]=[C:16]([CH3:18])[CH:17]=2)=[C:8]2[C:3]=1[N:4]=[CH:5][CH:6]=[N:7]2.[C:20]([Cu])#[N:21]>CN1C(=O)CCC1.C(Cl)Cl.C(N)CN>[CH3:19][C:13]1[C:12]([C:9]2[C:8]3[N:7]=[CH:6][CH:5]=[N:4][C:3]=3[C:2]([C:20]#[N:21])=[CH:11][CH:10]=2)=[CH:17][C:16]([CH3:18])=[CH:15][N:14]=1. Procedure: A mixture of 5-bromo-8-(2,5-dimethyl-pyridin-3-yl)-quinoxaline (Step 99.4) (189 mg, 0.60 mmol) and CuCN (70 mg, 0.78 mmol, 1.3 equiv) in NMP (2 mL) was stirred for 6 h at 160° C., under an argon atmosphere. The reaction mixture was allowed to cool to rt, diluted with DCM/10% aqueous solution of ethylenediamine (25 mL), extracted with DCM. The organic phase was washed with H2O and brine, dried (Na2SO4), filtered and concentrated. The residue was purified by silica gel column chromatography (DCM/M... Starting materials: CNS(=O)(=O)C=1C=NC=CC1N (N-methyl-4-aminopyridine-3-sulfonamide), C(=S)(N1C=NC=C1)N1C=NC=C1 (thiocarbonyidiimidazole). The solvent is O1CCOCC1 (dioxane), CN(C)C=O (DMF). Reaction conditions: time 30 minute. Product: CN1S(C2=C(NC1=S)C=CN=C2)(=O)=O (2-Methyl-3-thioxo-2.3-dihydro-4H-pyrido[4,3-e]-1,2,4-thiadiazine 1,1-dioxide). Reaction SMILES: [CH3:1][NH:2][S:3]([C:6]1[CH:7]=[N:8][CH:9]=[CH:10][C:11]=1[NH2:12])(=[O:5])=[O:4].[C:13](N1C=CN=C1)(N1C=CN=C1)=[S:14]>O1CCOCC1.CN(C=O)C>[CH3:1][N:2]1[C:13](=[S:14])[NH:12][C:11]2[CH:10]=[CH:9][N:8]=[CH:7][C:6]=2[S:3]1(=[O:5])=[O:4]. Reported procedure: A solution of N-methyl-4-aminopyridine-3-sulfonamide (de Tullio et al., Tetrahedron 1995, 3221-3234) (5.0 g) and thiocarbonyidiimidazole (7.5 g) in dioxane (30 mL) and DMF (15 mL) was heated at 90° C. for 2 h. The solvents were removed by distillation under reduced pressure. The residue was dispersed in 0.6N NaOH (20 mL) and stirred for 30 min. The alkaline solution was treated with charcoal, filtered, and the filtrate was adjusted to pH 4-5. The precipitate was collected by filtration, washed w... Reactants: C(C)N(CCN)CC (N,N-Diethyl-1,2-ethanediamine), ClC=1N=[N+](C2=C(N1)C=CC=1CCCC12)[O-] (3-Chloro-8,9-dihydro-7H-indeno[5,4-e][1,2,4]triazine 1-Oxide). Solvent: COCCOC (DME). Product: C(C)N(CCNC=1N=[N+](C2=C(N1)C=CC=1CCCC12)[O-])CC (N1,N1-Diethyl-N2-(1-oxido-8,9-dihydro-7H-indeno[5,4-e][1,2,4]triazin-3-yl)-1,2-ethanediamine). Yield: 89.9%. RXN SMILES: [CH2:1]([N:3]([CH2:7][CH3:8])[CH2:4][CH2:5][NH2:6])[CH3:2].Cl[C:10]1[N:11]=[N+:12]([O-:23])[C:13]2[C:22]3[CH2:21][CH2:20][CH2:19][C:18]=3[CH:17]=[CH:16][C:14]=2[N:15]=1>COCCOC>[CH2:1]([N:3]([CH2:7][CH3:8])[CH2:4][CH2:5][NH:6][C:10]1[N:11]=[N+:12]([O-:23])[C:13]2[C:22]3[CH2:21][CH2:20][CH2:19][C:18]=3[CH:17]=[CH:16][C:14]=2[N:15]=1)[CH3:2]. Procedure: N,N-Diethyl-1,2-ethanediamine (0.41 mL, 2.9 mmol) was added to a stirred solution of chloride 5 (215 mg, 1.0 mmol) in DME (30 mL) and the solution stirred at reflux temperature for 5 h. The solvent was evaporated and the residue was partitioned between DCM (100 mL) and dilute aqueous NH3 solution (50 mL). The organic fraction was dried and the solvent evaporated. The residue was purified by chromatography, eluting with a gradient (0-10%) of MeOH/DCM, to give 1-oxide 8 (271 mg, 93%) as a pale yel... The reactants are [N+](=O)([O-])[O-].[K+] (Potassium nitrate), C(=O)(C(=O)OCC)NC1=C2CCCCC2=C(C=C1)S(=O)(=O)NC(=O)C(=O)OCC (5-ethoxalylamino-8-ethoxalylaminosulfonyl-1,2,3,4-tetrahydronaphthalene), ice water. Run in S(O)(O)(=O)=O (sulfuric acid). Conditions: temperature 0 celsius, time 2 hour. The product is C(=O)(C(=O)OCC)NC1=C2CCCCC2=C(C=C1[N+](=O)[O-])S(=O)(=O)NC(=O)C(=O)OCC (5-Ethoxalylamino-8-ethoxalylaminosulfonyl-1,2,3,4-tetrahydro-6-nitronaphthalene). Reaction SMILES: [N+:1]([O-:4])([O-])=[O:2].[K+].[C:6]([NH:13][C:14]1[CH:23]=[CH:22][C:21]([S:24]([NH:27][C:28]([C:30]([O:32][CH2:33][CH3:34])=[O:31])=[O:29])(=[O:26])=[O:25])=[C:20]2[C:15]=1[CH2:16][CH2:17][CH2:18][CH2:19]2)([C:8]([O:10][CH2:11][CH3:12])=[O:9])=[O:7]>S(=O)(=O)(O)O>[C:6]([NH:13][C:14]1[C:23]([N+:1]([O-:4])=[O:2])=[CH:22][C:21]([S:24]([NH:27][C:28]([C:30]([O:32][CH2:33][CH3:34])=[O:31])=[O:29])(=[O:26])=[O:25])=[C:20]2[C:15]=1[CH2:16][CH2:17][CH2:18][CH2:19]2)([C:8]([O:10][CH2:11][CH3:12])=[O:9])=[O:7] |f:0.1|. Procedure: Potassium nitrate (0.24 g, 2.3 mmol) was added to a solution of 5-ethoxalylamino-8-ethoxalylaminosulfonyl-1,2,3,4-tetrahydronaphthalene (1.0 g, 2.3 mmol) in 12 ml of conc. sulfuric acid with stirring at 0° C. Stirring was continued for 2 h at this temperature, and then the mixture was poured into 75 ml of ice-water. The separated product was isolated by suction and washed repeatedly with water to give 0.64 g (58%) of sufficiently pure title compound. M.p. 140°-142° C. (ethanol); 1H-NMR (DMSO-d6)... The reactants are CC1(CCNCC1)C (4,4-dimethylpiperidine), CCN(C(C)C)C(C)C (DIEA), BrC=1C(=C(C(=NC1C)C)C(C(=O)OCC)=O)Cl (ethyl 2-(5-bromo-4-chloro-2,6-dimethylpyridin-3-yl)-2-oxoacetate). Run in CC#N (CH3CN). Conditions: time 22 hour. The product is BrC=1C(=C(C(=NC1C)C)C(C(=O)OCC)=O)N1CCC(CC1)(C)C (ethyl 2-(5-bromo-4-(4,4-dimethylpiperidin-1-yl)-2,6-dimethylpyridin-3-yl)-2-oxoacetate). Isolated yield 71.6%. As a reaction SMILES: [CH3:1][C:2]1([CH3:8])[CH2:7][CH2:6][NH:5][CH2:4][CH2:3]1.CCN(C(C)C)C(C)C.[Br:18][C:19]1[C:20](Cl)=[C:21]([C:27](=[O:33])[C:28]([O:30][CH2:31][CH3:32])=[O:29])[C:22]([CH3:26])=[N:23][C:24]=1[CH3:25]>CC#N>[Br:18][C:19]1[C:20]([N:5]2[CH2:6][CH2:7][C:2]([CH3:8])([CH3:1])[CH2:3][CH2:4]2)=[C:21]([C:27](=[O:33])[C:28]([O:30][CH2:31][CH3:32])=[O:29])[C:22]([CH3:26])=[N:23][C:24]=1[CH3:25]. Procedure details: To a solution of 4,4-dimethylpiperidine (1.245 g, 11.00 mmol) and DIEA (3.49 ml, 20.00 mmol) in anhydrous CH3CN (40 mL) was added ethyl 2-(5-bromo-4-chloro-2,6-dimethylpyridin-3-yl)-2-oxoacetate (3.21 g, 10 mmol) at rt. The resulting mixture was placed in a pre-heated oil bath (80° C.). After 22 h, the reaction mixture was concentrated and the residue was purified by flash chromatography using 1-lit each 2.5, 5, 7.5 and 10% EtOAc/Hex to afford ethyl 2-(5-bromo-4-(4,4-dimethylpiperidin-1-yl)-2,6-... Starting materials: CC(=O)C(OC)OC (pyruvic aldehyde dimethyl acetal), N1CCCC1 (pyrrolidine), FC(OC1=CC(=C(C=C1)O)C(C)=O)(F)F (4-trifluoromethoxy-2-acetylphenol). Solvent: C1(=CC=CC=C1)C (toluene), C1(=CC=CC=C1)C (toluene). Product: COC(C1(OC2=C(C(C1)=O)C=C(C=C2)OC(F)(F)F)C)OC (2-dimethoxymethyl-2-methyl-4-oxo-6-trifluoromethoxy-3,4-dihydro-2H-1-benzopyran). The yield is 64.6%. As a reaction SMILES: [F:1][C:2]([F:15])([F:14])[O:3][C:4]1[CH:9]=[CH:8][C:7]([OH:10])=[C:6]([C:11](=[O:13])[CH3:12])[CH:5]=1.[CH3:16][C:17]([CH:19]([O:22][CH3:23])[O:20][CH3:21])=O.N1CCCC1>C1(C)C=CC=CC=1>[CH3:21][O:20][CH:19]([O:22][CH3:23])[C:17]1([CH3:16])[CH2:12][C:11](=[O:13])[C:6]2[CH:5]=[C:4]([O:3][C:2]([F:14])([F:15])[F:1])[CH:9]=[CH:8][C:7]=2[O:10]1. Procedure: To a solution of 0.5 g (2.27 mmole) of the compound obtained in step 2 dissolved in 10 ml of toluene were added 0.55 ml (4.54 mmole) of pyruvic aldehyde dimethyl acetal and 80 mg (1.14 mmole) of pyrrolidine. The reactants were heated to reflux for about 12 hours using Dean-Stark apparatus. After completion of the reaction, toluene solvent was removed therefrom under reduced pressure. The residue so obtained was extracted with ethyl acetate and concentrated to give residue, which was purified by ...